This data is from the Open Reaction Database (ORD), a public repository of structured organic reaction records. The task is: describe an organic reaction: reactants, conditions, products, and yield Yields the product NC=1C=C(C(=O)NC2=CC=CC=C2)C=CC1Cl (3-Amino-4-chloro-N-phenyl-benzamide). The solvent is CCCCCC (hexane). Isolated yield 68.9%. Reaction SMILES: C(Cl)(=O)C(Cl)=O.[Cl:7][C:8]1[CH:16]=[CH:15][C:11]([C:12]([OH:14])=O)=[CH:10][C:9]=1[N+:17]([O-])=O.CN(C=O)C.[NH2:25][C:26]1[CH:31]=[CH:30][CH:29]=[CH:28][CH:27]=1>CCCCCC>[NH2:17][C:9]1[CH:10]=[C:11]([CH:15]=[CH:16][C:8]=1[Cl:7])[C:12]([NH:25][C:26]1[CH:31]=[CH:30][CH:29]=[CH:28][CH:27]=1)=[O:14]. The reactants are C(C(=O)Cl)(=O)Cl (oxalyl chloride), NC1=CC=CC=C1 (aniline), ClC1=C(C=C(C(=O)O)C=C1)[N+](=O)[O-] (4-chloro-3-nitrobenzoic acid), CN(C)C=O (DMF). Reported procedure: Prepared according to the procedure described for Example 1 using oxalyl chloride (2.5 mL, 28.66 mmol), 4-chloro-3-nitrobenzoic acid (4.02 g, 19.94 mmol), DMF (1.0 mL, 12.92 mmol), and aniline (3.6 mL, 39.51 mmol) to afford the product (3.39 g) after trituration in hexane; m.p. 194-197° C. after recrystallization from ethyl acetate. Starting materials: O1C(OCC1)C1=C(SC=C1)S(=O)(=O)NCCO (3-(2-Dioxolanyl)-N-(2-hydroxyethyl)thiophene-2-sulfonamide), [H-].[Na+] (NaH), Cl (HCl), ice water, C([O-])(O)=O.[Na+] (sodium bicarbonate), BrCC(=O)OCC (ethyl bromoacetate), C(=C)OCC (ethyl vinyl ether). The reagents and catalysts are CC=1C=CC(=CC1)S(=O)(=O)O (p-TsOH). Solvent: CN(C)C=O (DMF), C1CCOC1 (THF). Run at time 7 minute. Yields the product C(C)OC(CN(S(=O)(=O)C=1SC=CC1C=O)CCOC(C)OCC)=O (N-[2-(1-Ethoxyethoxy)ethyl]-N-[(3-formyl-2-thienyl)sulfonyl]glycine ethyl ester). Isolated yield 62.7%. Reaction SMILES: O1CC[O:3][CH:2]1[C:6]1[CH:10]=[CH:9][S:8][C:7]=1[S:11]([NH:14][CH2:15][CH2:16][OH:17])(=[O:13])=[O:12].[H-].[Na+].Br[CH2:21][C:22]([O:24][CH2:25][CH3:26])=[O:23].Cl.[CH:28]([O:30][CH2:31][CH3:32])=[CH2:29].C(=O)(O)[O-].[Na+]>CN(C=O)C.C1COCC1.CC1C=CC(S(O)(=O)=O)=CC=1>[CH2:25]([O:24][C:22](=[O:23])[CH2:21][N:14]([CH2:15][CH2:16][O:17][CH:28]([O:30][CH2:31][CH3:32])[CH3:29])[S:11]([C:7]1[S:8][CH:9]=[CH:10][C:6]=1[CH:2]=[O:3])(=[O:12])=[O:13])[CH3:26] |f:1.2,6.7|. Reported procedure: To a stirred solution of the product from Step A (11.55 g, 41.4 mmol) in anhydrous DMF (200 mL) at 0° C. was added NaH (60% dispersion in mineral oil, 1.74 g, 43.5 mmol). After 30 min ethyl bromoacetate (5.51 mL, 6.33 g, 49.7 mmol) was added; this solution was stirred for about 7 min and 2N HCl (100 mL) added. The resulting mixture was stirred at ambient temperature for 2 h, poured into ice-water (300 mL) and extracted with ethyl acetate (2×300 mL). The combined extracts were dried over magnesiu...